From a dataset of the Open Reaction Database (ORD), a public repository of structured organic reaction records. describe an organic reaction: reactants, conditions, products, and yield Starting materials: [H][H] (hydrogen), 21, CC1N(CCN(C1)CC1=CC=CC=C1)C(=O)OCC (ethyl 2-methyl-4-(phenylmethyl)-1-piperazinecarboxylate). Reagents/catalysts: [Pd] (palladium-on-charcoal). Run in CO (methanol). Product: 23, CC1N(CCNC1)C(=O)OCC (ethyl 2-methyl-1-piperazinecarboxylate). Yield: 100.0%. Reaction SMILES: [CH3:1][CH:2]1[CH2:7][N:6](CC2C=CC=CC=2)[CH2:5][CH2:4][N:3]1[C:15]([O:17][CH2:18][CH3:19])=[O:16].[H][H]>[Pd].CO>[CH3:1][CH:2]1[CH2:7][NH:6][CH2:5][CH2:4][N:3]1[C:15]([O:17][CH2:18][CH3:19])=[O:16]. Reported procedure: A mixture of 21 parts of ethyl 2-methyl-4-(phenylmethyl)-1-piperazinecarboxylate and 200 parts of methanol was hydrogenated at normal pressure and at room temperature with 3 parts of palladium-on-charcoal catalyst 10%. After the calculated amount of hydrogen was taken up, the catalyst was filtered off and the filtrate was evaporated. The residue was distilled twice, yielding 23 parts (100%) of ethyl 2-methyl-1-piperazinecarboxylate; bp. 95°-98° C. at 66.5 pa (int. 37). Starting materials: [OH-].[K+] (potassium hydroxide), NC1=C(C(C(C(C1CCC)=O)CCC)=O)NC(=O)C1CC2=CC=CC=C2CC1 (1,2,3,4-tetrahydronaphthalene-2-carboxylic acid (2-amino-4,6-dioxo-3,5-dipropylcyclohex-1-enyl)amide), C(C)O (ethanol), Cl (hydrochloric acid). Run at temperature 70 celsius. Product: C(CC)N1C(N(C=2NC(=NC2C1=O)C1CC2=CC=CC=C2CC1)CCC)=O (1,3-Dipropyl-8-(1,2,3,4-tetrahydronaphthalen-2-yl)-3,9-dihydropurine-2,6-dione). Reaction SMILES: [NH2:1][C:2]1C(CCC)C(=O)C(CCC)[C:4](=[O:15])[C:3]=1[NH:16][C:17]([CH:19]1[CH2:28][CH2:27][C:26]2[C:21](=[CH:22][CH:23]=[CH:24][CH:25]=2)[CH2:20]1)=O.[OH-].[K+].Cl.[CH2:32]([OH:34])C>>[CH2:2]([N:1]1[C:4](=[O:15])[C:3]2[N:16]=[C:17]([CH:19]3[CH2:28][CH2:27][C:26]4[C:21](=[CH:22][CH:23]=[CH:24][CH:25]=4)[CH2:20]3)[NH:1][C:2]=2[N:16]([CH2:17][CH2:19][CH3:20])[C:32]1=[O:34])[CH2:3][CH3:4] |f:1.2|. Procedure: Dissolve 1,2,3,4-tetrahydronaphthalene-2-carboxylic acid (2-amino-4,6-dioxo-3,5-dipropylcyclohex-1-enyl)amide (2.0 g, 5.2 mmol) in ethanol (50 ml), add 15% potassium hydroxide (50 ml) and heat to 70° C. for 4 hours. After cooling to 0° C., acidify the reaction with concentrated hydrochloric acid (13 ml). Add water (100 ml) and collect the resulting precipitate by suction filtration. Purify the white solid by flash chromatography (50% ethyl acetate/hexane) and triturate with 5% diethyl ether/hexa... The product is OCC(C1N(CCC2=CC(=C(C=C12)OC)OC)C(C1=CC=CC=C1)=O)CO (1-[bis(hydroxymethyl)-methyl]-2-benzoyl-6,7-dimethoxy-1,2,3,4-tetrahydroisoquinoline). Starting materials: [OH-].[Na+] (sodium hydroxide), OCC(C1NCCC2=CC(=C(C=C12)OC)OC)CO (1-[bis(hydroxymethyl)-methyl]-6,7-dimethoxy-1,2,3,4-tetrahydroisoquinoline), C(C1=CC=CC=C1)(=O)Cl (benzoyl chloride). The solvent is O (water), C1=CC=CC=C1 (benzene). Yield: 95.0%. RXN SMILES: [OH:1][CH2:2][CH:3]([CH2:18][OH:19])[CH:4]1[C:13]2[C:8](=[CH:9][C:10]([O:16][CH3:17])=[C:11]([O:14][CH3:15])[CH:12]=2)[CH2:7][CH2:6][NH:5]1.[OH-].[Na+].[C:22](Cl)(=[O:29])[C:23]1[CH:28]=[CH:27][CH:26]=[CH:25][CH:24]=1>C1C=CC=CC=1.O>[OH:1][CH2:2][CH:3]([CH2:18][OH:19])[CH:4]1[C:13]2[C:8](=[CH:9][C:10]([O:16][CH3:17])=[C:11]([O:14][CH3:15])[CH:12]=2)[CH2:7][CH2:6][N:5]1[C:22](=[O:29])[C:23]1[CH:28]=[CH:27][CH:26]=[CH:25][CH:24]=1 |f:1.2|. Procedure details: 0.01 mole (2.7 g) of 1-[bis(hydroxymethyl)-methyl]-6,7-dimethoxy-1,2,3,4-tetrahydroisoquinoline is dissolved in 50 ml of benzene under slight warming, and the solution obtained is admixed with a solution of 0.015 mole (0.6 g) of sodium hydroxide in 10 ml of water. 0.011 mole (1.5 g) of benzoyl chloride is added dropwise to the reaction mixture under cooling and stirring. When the addition is complete, the reaction mixture is stirred at room temperature for an additional hour, the organic phase i...